Dataset: the Open Reaction Database (ORD), a public repository of structured organic reaction records. Task: describe an organic reaction: reactants, conditions, products, and yield Procedure details: (R)-4-(3-amino-1-(isoquinolin-6-ylamino)-1-oxopropan-2-yl)benzyl 2,4-dimethylbenzoate dihydrochloride (E197-R) was prepared from E145-R according to the scheme in FIG. 6. To (S)-4-(3-(tert-butoxycarbonylamino)-1-(isoquinolin-6-ylamino)-1-oxopropan-2-yl)benzyl 2,4-dimethylbenzoate (E145-R) in CH2Cl2 was added HCl (4 N in dioxane) and the solution was stirred for 8-10 h. The solvents were evaporated to give pure (R)-4-(3-amino-1-(isoquinolin-6-ylamino)-1-oxopropan-2-yl)benzyl 2,4-dimethylbenzoate ... Product: Cl.Cl.CC1=C(C(=O)OCC2=CC=C(C=C2)[C@@H](C(=O)NC=2C=C3C=CN=CC3=CC2)CN)C=CC(=C1)C ((R)-4-(3-amino-1-(isoquinolin-6-ylamino)-1-oxopropan-2-yl)benzyl 2,4-dimethylbenzoate dihydrochloride). Conditions: time 9 hour. Reactants: CC1=C(C(=O)OCC2=CC=C(C=C2)[C@H](C(=O)NC=2C=C3C=CN=CC3=CC2)CNC(=O)OC(C)(C)C)C=CC(=C1)C ((S)-4-(3-(tert-butoxycarbonylamino)-1-(isoquinolin-6-ylamino)-1-oxopropan-2-yl)benzyl 2,4-dimethylbenzoate), Cl (HCl). As a reaction SMILES: [CH3:1][C:2]1[CH:40]=[C:39]([CH3:41])[CH:38]=[CH:37][C:3]=1[C:4]([O:6][CH2:7][C:8]1[CH:13]=[CH:12][C:11]([C@@H:14]([CH2:28][NH:29]C(OC(C)(C)C)=O)[C:15]([NH:17][C:18]2[CH:19]=[C:20]3[C:25](=[CH:26][CH:27]=2)[CH:24]=[N:23][CH:22]=[CH:21]3)=[O:16])=[CH:10][CH:9]=1)=[O:5].[ClH:42]>C(Cl)Cl>[ClH:42].[ClH:42].[CH3:1][C:2]1[CH:40]=[C:39]([CH3:41])[CH:38]=[CH:37][C:3]=1[C:4]([O:6][CH2:7][C:8]1[CH:9]=[CH:10][C:11]([C@H:14]([CH2:28][NH2:29])[C:15]([NH:17][C:18]2[CH:19]=[C:20]3[C:25](=[CH:26][CH:27]=2)[CH:24]=[N:23][CH:22]=[CH:21]3)=[O:16])=[CH:12][CH:13]=1)=[O:5] |f:3.4.5|. Run in C(Cl)Cl (CH2Cl2). Starting materials: CC(C)(C)OC(=O)N1CCC(=O)CC1, CC(=O)O[BH-](OC(C)=O)OC(C)=O, CCOC(=O)COc1c(C(=O)OC)sc(-c2cccc(N)c2)c1Br, CC(=O)O, ClCCl, [Na+]. The product is CCOC(=O)COc1c(C(=O)OC)sc(-c2cccc(NC3CCN(C(=O)OC(C)(C)C)CC3)c2)c1Br. Reaction SMILES: [C:25]([CH3:26])([CH3:27])([CH3:28])[O:29][C:30](=[O:31])[N:32]1[CH2:33][CH2:34][C:35](=[O:38])[CH2:36][CH2:37]1.[C:43]([O:44][BH-:45]([O:46][C:47](=[O:48])[CH3:49])[O:50][C:51](=[O:52])[CH3:53])(=[O:54])[CH3:55].[CH3:1][O:2][C:3](=[O:4])[c:5]1[s:6][c:7](-[c:18]2[cH:19][c:20]([NH2:24])[cH:21][cH:22][cH:23]2)[c:8]([Br:17])[c:9]1[O:10][CH2:11][C:12](=[O:13])[O:14][CH2:15][CH3:16].[CH3:39][C:40](=[O:41])[OH:42].[Cl:57][CH2:58][Cl:59].[Na+:56]>>[CH3:1][O:2][C:3](=[O:4])[c:5]1[s:6][c:7](-[c:18]2[cH:19][c:20]([NH:24][CH:35]3[CH2:34][CH2:33][N:32]([C:30]([O:29][C:25]([CH3:26])([CH3:27])[CH3:28])=[O:31])[CH2:37][CH2:36]3)[cH:21][cH:22][cH:23]2)[c:8]([Br:17])[c:9]1[O:10][CH2:11][C:12](=[O:13])[O:14][CH2:15][CH3:16]. Starting materials: O=C1CCC(=O)N1Br, O=C(OOC(=O)c1ccccc1)c1ccccc1, Cc1cccc(Cl)n1, ClC(Cl)(Cl)Cl. Product: Clc1cccc(CBr)n1. Reaction SMILES: [Br:9][N:10]1[C:11](=[O:12])[CH2:13][CH2:14][C:15]1=[O:16].[C:17]([O:18][O:19][C:20](=[O:21])[c:22]1[cH:23][cH:24][cH:25][cH:26][cH:27]1)(=[O:28])[c:29]1[cH:30][cH:31][cH:32][cH:33][cH:34]1.[Cl:1][c:2]1[cH:3][cH:4][cH:5][c:6]([CH3:8])[n:7]1.[Cl:35][C:36]([Cl:37])([Cl:38])[Cl:39]>>[Cl:1][c:2]1[cH:3][cH:4][cH:5][c:6]([CH2:8][Br:9])[n:7]1. The reactants are Clc1ccccc1, COc1ccc(C(Sc2ccccc2N)C(O)C(=O)Nc2ccccc2)cc1, O, Cc1ccc(S(=O)(=O)O)cc1. Yields the product COc1ccc(C2Sc3ccccc3NC(=O)C2O)cc1. As a reaction SMILES: [Cl:41][c:42]1[cH:43][cH:44][cH:45][cH:46][cH:47]1.[NH2:1][c:2]1[cH:3][cH:4][cH:5][cH:6][c:7]1[S:8][CH:9]([CH:10]([C:11](=[O:12])[NH:13][c:14]1[cH:15][cH:16][cH:17][cH:18][cH:19]1)[OH:20])[c:21]1[cH:22][cH:23][c:24]([O:27][CH3:28])[cH:25][cH:26]1.[OH2:29].[c:30]1([CH3:31])[cH:32][cH:33][c:34]([S:35]([OH:36])(=[O:37])=[O:38])[cH:39][cH:40]1>>[S:8]1[CH:9]([c:21]2[cH:22][cH:23][c:24]([O:27][CH3:28])[cH:25][cH:26]2)[CH:10]([OH:20])[C:11](=[O:12])[NH:13][c:14]2[c:15]1[cH:16][cH:17][cH:18][cH:19]2. The reactants are CC(C)O, Clc1cccc(Cl)c1Cc1nc2c(Cl)ncnc2s1, Cl, Nc1ccc(C(F)(F)F)cc1. As a reaction SMILES: [CH:32]([OH:33])([CH3:34])[CH3:35].[Cl:1][c:2]1[c:3]2[c:4]([n:5][cH:6][n:7]1)[s:8][c:9]([CH2:11][c:12]1[c:13]([Cl:19])[cH:14][cH:15][cH:16][c:17]1[Cl:18])[n:10]2.[ClH:31].[F:20][C:21]([c:22]1[cH:23][cH:24][c:25]([NH2:28])[cH:26][cH:27]1)([F:29])[F:30]>>[c:2]1([NH:28][c:25]2[cH:24][cH:23][c:22]([C:21]([F:20])([F:29])[F:30])[cH:27][cH:26]2)[c:3]2[c:4]([n:5][cH:6][n:7]1)[s:8][c:9]([CH2:11][c:12]1[c:13]([Cl:19])[cH:14][cH:15][cH:16][c:17]1[Cl:18])[n:10]2. Yields the product FC(F)(F)c1ccc(Nc2ncnc3sc(Cc4c(Cl)cccc4Cl)nc23)cc1.